From a dataset of the Open Reaction Database (ORD), a public repository of structured organic reaction records. describe an organic reaction: reactants, conditions, products, and yield Reactants: C1(C=2C(C(N1CC1C3=C(CC4=C(N1)C=CC=C4)C=CC=C3)=O)=CC=CC2)=O (6-(phthalimidomethyl)-6,11-dihydro-5H-dibenz[b,e]azepine), NN (hydrazine). Yields the product NCC1C2=C(CC3=C(N1)C=CC=C3)C=CC=C2 (6-aminomethyl-6,11-dihydro-5H-dibenz[b,e]azepine). Reaction SMILES: C1(=O)[N:5]([CH2:6][CH:7]2[NH:13][C:12]3[CH:14]=[CH:15][CH:16]=[CH:17][C:11]=3[CH2:10][C:9]3[CH:18]=[CH:19][CH:20]=[CH:21][C:8]2=3)C(=O)C2=CC=CC=C12.NN>>[NH2:5][CH2:6][CH:7]1[NH:13][C:12]2[CH:14]=[CH:15][CH:16]=[CH:17][C:11]=2[CH2:10][C:9]2[CH:18]=[CH:19][CH:20]=[CH:21][C:8]1=2. Reported procedure: reacting the 6-(phthalimidomethyl)-6,11-dihydro-5H-dibenz[b,e]azepine with hydrazine, to produce 6-aminomethyl-6,11-dihydro-5H-dibenz[b,e]azepine; The reactants are C1CCOC1, COc1cc2c(cc1[N+](=O)[O-])NC(=O)CC2. Product: COc1cc2c(cc1[N+](=O)[O-])NCCC2. Reaction SMILES: [CH2:17]1[O:18][CH2:19][CH2:20][CH2:21]1.[CH3:1][O:2][c:3]1[cH:4][c:5]2[c:10]([cH:11][c:12]1[N+:13](=[O:14])[O-:15])[NH:9][C:8](=[O:16])[CH2:7][CH2:6]2>>[CH3:1][O:2][c:3]1[cH:4][c:5]2[c:10]([cH:11][c:12]1[N+:13](=[O:14])[O-:15])[NH:9][CH2:8][CH2:7][CH2:6]2. The reactants are FC=1C=CC(=C2CC[C@H](C12)OC1=CC2=C([C@@H](CO2)CC(=O)OC)C=C1)B1OC(C(O1)(C)C)(C)C (methyl 2-((S)-6-((R)-7-fluoro-4-(4,4,5,5-tetramethyl-1,3,2-dioxaborolan-2-yl)-2,3-dihydro-1H-inden-1-yloxy)-2,3-dihydrobenzofuran-3-yl)acetate), BrC1=C(C=C(OCC(C)(O)C)C=C1C)C (1-(4-bromo-3,5-dimethylphenoxy)-2-methylpropan-2-ol), Intermediate 1. The product is FC=1C=CC(=C2CC[C@H](C12)OC1=CC2=C([C@@H](CO2)CC(=O)OC)C=C1)C1=C(C=C(C=C1C)OCC(C)(C)O)C (Methyl 2-((S)-6-((R)-7-fluoro-4-(4-(2-hydroxy-2-methylpropoxy)-2,6-dimethylphenyl)-2,3-dihydro-1H-inden-1-yloxy)-2,3-dihydrobenzofuran-3-yl)acetate). As a reaction SMILES: [F:1][C:2]1[CH:3]=[CH:4][C:5](B2OC(C)(C)C(C)(C)O2)=[C:6]2[C:10]=1[C@H:9]([O:11][C:12]1[CH:25]=[CH:24][C:15]3[C@H:16]([CH2:19][C:20]([O:22][CH3:23])=[O:21])[CH2:17][O:18][C:14]=3[CH:13]=1)[CH2:8][CH2:7]2.Br[C:36]1[C:47]([CH3:48])=[CH:46][C:39]([O:40][CH2:41][C:42]([CH3:45])([OH:44])[CH3:43])=[CH:38][C:37]=1[CH3:49]>>[F:1][C:2]1[CH:3]=[CH:4][C:5]([C:36]2[C:47]([CH3:48])=[CH:46][C:39]([O:40][CH2:41][C:42]([OH:44])([CH3:43])[CH3:45])=[CH:38][C:37]=2[CH3:49])=[C:6]2[C:10]=1[C@H:9]([O:11][C:12]1[CH:25]=[CH:24][C:15]3[C@H:16]([CH2:19][C:20]([O:22][CH3:23])=[O:21])[CH2:17][O:18][C:14]=3[CH:13]=1)[CH2:8][CH2:7]2. Procedure: The title compound is prepared from methyl 2-((S)-6-((R)-7-fluoro-4-(4,4,5,5-tetramethyl-1,3,2-dioxaborolan-2-yl)-2,3-dihydro-1H-inden-1-yloxy)-2,3-dihydrobenzofuran-3-yl)acetate and 1-(4-bromo-3,5-dimethylphenoxy)-2-methylpropan-2-ol following a procedure analogous to that described in Step 5 of Intermediate 1. LC (method 8): tR=0.77 min; Mass spectrum (ESI+): m/z=535 [M+H]+.